Dataset: the Open Reaction Database (ORD), a public repository of structured organic reaction records. Task: describe an organic reaction: reactants, conditions, products, and yield Reactants: ClC=1C=C(C=CC1Cl)S(=O)(=O)N1CCCC2=CC=C(C=C12)C(=O)NC1=CC(=C(C(=O)O)C=C1)F (4-{[1-(3,4-Dichloro-benzenesulfonyl)-1,2,3,4-tetrahydro-quinoline-7-carbonyl]-amino}-2-fluoro-benzoic acid), ClC=1C=C(C=CC1Cl)S(=O)(=O)Cl (3,4-dichloro-benzenesulfonyl chloride). Yields the product C(C)OC(C1=C(C=C(C=C1)NC(=O)C1=CC=C2CCCN(C2=C1)S(=O)(=O)C1=CC(=C(C=C1)Cl)Cl)F)=O (4-{[1-(3,4-dichloro-benzenesulfonyl)-1,2,3,4-tetrahydro-quinoline-7-carbonyl]-amino}-2-fluoro-benzoic acid ethyl ester). RXN SMILES: [Cl:1][C:2]1[CH:3]=[C:4]([S:9]([N:12]2[C:21]3[C:16](=[CH:17][CH:18]=[C:19]([C:22]([NH:24][C:25]4[CH:33]=[CH:32][C:28]([C:29]([OH:31])=[O:30])=[C:27]([F:34])[CH:26]=4)=[O:23])[CH:20]=3)[CH2:15][CH2:14][CH2:13]2)(=[O:11])=[O:10])[CH:5]=[CH:6][C:7]=1[Cl:8].Cl[C:36]1C=C(S(Cl)(=O)=O)C=C[C:41]=1Cl>>[CH2:36]([O:30][C:29](=[O:31])[C:28]1[CH:32]=[CH:33][C:25]([NH:24][C:22]([C:19]2[CH:20]=[C:21]3[C:16]([CH2:15][CH2:14][CH2:13][N:12]3[S:9]([C:4]3[CH:5]=[CH:6][C:7]([Cl:8])=[C:2]([Cl:1])[CH:3]=3)(=[O:11])=[O:10])=[CH:17][CH:18]=2)=[O:23])=[CH:26][C:27]=1[F:34])[CH3:41]. Procedure details: 4-{[1-(3,4-Dichloro-benzenesulfonyl)-1,2,3,4-tetrahydro-quinoline-7-carbonyl]-amino}-2-fluoro-benzoic acid, m/z (ES+): 523.22 (M+H+.), was prepared in analogy to example 48, steps 1 to 5. Step 4 was performed using 3,4-dichloro-benzenesulfonyl chloride, yielding 4-{[1-(3,4-dichloro-benzenesulfonyl)-1,2,3,4-tetrahydro-quinoline-7-carbonyl]-amino}-2-fluoro-benzoic acid ethyl ester, which was hydrolyzed in step 5. Reactants: CCOC(C)=O, CC(C)(C)C(C(=O)[O-])C1(CN)CC2CC=CC21, Cl. The product is NCC1(CC(=O)O)CC2CC=CC21. RXN SMILES: [C:18]([O:19][CH2:20][CH3:21])(=[O:22])[CH3:23].[C:1]([CH3:2])([CH3:3])([CH3:4])[CH:5]([C:6](=[O:7])[O-:8])[C:9]1([CH2:16][NH2:17])[CH:10]2[CH:11]=[CH:12][CH2:13][CH:14]2[CH2:15]1.[ClH:24]>>[CH2:5]([C:6](=[O:7])[OH:8])[C:9]1([CH2:16][NH2:17])[CH:10]2[CH:11]=[CH:12][CH2:13][CH:14]2[CH2:15]1. Starting materials: [H][H] (hydrogen), C(C1=CC=CC=C1)N1CCC(CC1)N1C(N(CC1)C1=CC=CC=C1)=O (1-(1-benzyl-4-piperidinyl)-3-phenyl-2-imidazolidinone), O (water), Cl (hydrochloric acid). The reagents and catalysts are [Pd] (palladium on charcoal). Solvent: CO (methanol). Yields the product N1CCC(CC1)N1C(N(CC1)C1=CC=CC=C1)=O (1-(4-piperidinyl)-3-phenyl-2-imidazolidinone). Isolated yield 93.6%. Reaction SMILES: C([N:8]1[CH2:13][CH2:12][CH:11]([N:14]2[CH2:18][CH2:17][N:16]([C:19]3[CH:24]=[CH:23][CH:22]=[CH:21][CH:20]=3)[C:15]2=[O:25])[CH2:10][CH2:9]1)C1C=CC=CC=1.O.Cl.[H][H]>CO.[Pd]>[NH:8]1[CH2:9][CH2:10][CH:11]([N:14]2[CH2:18][CH2:17][N:16]([C:19]3[CH:20]=[CH:21][CH:22]=[CH:23][CH:24]=3)[C:15]2=[O:25])[CH2:12][CH2:13]1. Procedure details: 11.1 g of 1-(1-benzyl-4-piperidinyl)-3-phenyl-2-imidazolidinone are dissolved in 85 ml of methanol, 34 ml of water and 3.2 ml of hydrochloric acid (chemically pure), and, with the addition of 1.2 g of a 5% palladium on charcoal catalyst, hydrogenated at room temperature and under normal pressure. The calculated amount of hydrogen has been taken up after approx. 15 hours. The reaction mixture is filtered to remove the catalyst and concentrated in a water jet vacuum. The crystalline residue is tre... Starting materials: CCOC(C)=O, CCOCC, CC(C)(C)OC(=O)NCCC(=O)c1cccc(OCC2CCCCCC2)c1, Cl. Yields the product NCCC(=O)c1cccc(OCC2CCCCCC2)c1. As a reaction SMILES: [CH3:29][CH2:30][O:31][C:32]([CH3:33])=[O:34].[CH3:35][CH2:36][O:37][CH2:38][CH3:39].[CH:2]1([CH2:9][O:10][c:11]2[cH:12][c:13]([C:17]([CH2:18][CH2:19][NH:20][C:21](=[O:22])[O:23][C:24]([CH3:25])([CH3:26])[CH3:27])=[O:28])[cH:14][cH:15][cH:16]2)[CH2:3][CH2:4][CH2:5][CH2:6][CH2:7][CH2:8]1.[ClH:1]>>[CH:2]1([CH2:9][O:10][c:11]2[cH:12][c:13]([C:17]([CH2:18][CH2:19][NH2:20])=[O:28])[cH:14][cH:15][cH:16]2)[CH2:3][CH2:4][CH2:5][CH2:6][CH2:7][CH2:8]1. The reactants are C(C1=CC=CC=C1)OC=1C=C2C(CC(OC2=CC1)(C)C)N(S(=O)(=O)C)C (N-[6-benzyloxy-2,2-dimethylchroman-4-yl]-N-methylmethanesulfonamide), [H][H] (hydrogen). Reagents/catalysts: [Pd].[C] (Pd carbon). Solvent: C1CCOC1.CO (THF methanol). Product: CC1(OC2=CC=C(C=C2C(C1)N(S(=O)(=O)C)C)O)C (N-[2,2-Dimethyl-6-hydroxychroman-4-yl]-N-methylmethanesulfonamide). As a reaction SMILES: C([O:8][C:9]1[CH:10]=[C:11]2[C:16](=[CH:17][CH:18]=1)[O:15][C:14]([CH3:20])([CH3:19])[CH2:13][CH:12]2[N:21]([CH3:26])[S:22]([CH3:25])(=[O:24])=[O:23])C1C=CC=CC=1.[H][H]>C1COCC1.CO.[Pd].[C]>[CH3:19][C:14]1([CH3:20])[CH2:13][CH:12]([N:21]([CH3:26])[S:22]([CH3:25])(=[O:24])=[O:23])[C:11]2[C:16](=[CH:17][CH:18]=[C:9]([OH:8])[CH:10]=2)[O:15]1 |f:2.3,4.5|. Procedure details: 7.3 g of N-[6-benzyloxy-2,2-dimethylchroman-4-yl]-N-methylmethanesulfonamide were dissolved in 100 ml of THF/methanol (1:1) and hydrogenated in a shaking duck using Pd/carbon. After absorpt ion of hydrogen was complete, the catalyst was filtered off with suction, the filtrate was concentrated and the residue was crystallized using dhsopropyl ether/petroleum ether, 5.2 g, m.p. 159-161° C. Reactants: C(=O)(OC(C)(C)C)N[C@@H](CCC1=CC=CC=C1)C(=O)O (Boc-homophenylalanine), CC1=CC=C(C=C1)CCNC([C@@H](NC)CCCNC(=O)OC(C)(C)C)=O (Nδ-Boc-Nα-methylornithine 2-(4-methylphenyl)ethylamide). The product is CC1=CC=C(C=C1)CCNC([C@@H](N(C)C([C@@H](NC(=O)OC(C)(C)C)CCC1=CC=CC=C1)=O)CCCNC(=O)OC(C)(C)C)=O (Boc-Homophenylalanyl-Nδ-Boc-Nα-Methylornithine 2-(4-Methylphenyl)ethylamide). Reaction SMILES: [C:1]([NH:8][C@H:9]([C:18]([OH:20])=O)[CH2:10][CH2:11][C:12]1[CH:17]=[CH:16][CH:15]=[CH:14][CH:13]=1)([O:3][C:4]([CH3:7])([CH3:6])[CH3:5])=[O:2].[CH3:21][C:22]1[CH:27]=[CH:26][C:25]([CH2:28][CH2:29][NH:30][C:31](=[O:46])[C@H:32]([CH2:35][CH2:36][CH2:37][NH:38][C:39]([O:41][C:42]([CH3:45])([CH3:44])[CH3:43])=[O:40])[NH:33][CH3:34])=[CH:24][CH:23]=1>>[CH3:21][C:22]1[CH:27]=[CH:26][C:25]([CH2:28][CH2:29][NH:30][C:31](=[O:46])[C@H:32]([CH2:35][CH2:36][CH2:37][NH:38][C:39]([O:41][C:42]([CH3:44])([CH3:43])[CH3:45])=[O:40])[N:33]([C:18](=[O:20])[C@H:9]([CH2:10][CH2:11][C:12]2[CH:13]=[CH:14][CH:15]=[CH:16][CH:17]=2)[NH:8][C:1]([O:3][C:4]([CH3:5])([CH3:6])[CH3:7])=[O:2])[CH3:34])=[CH:24][CH:23]=1. Procedure details: Using Procedure D, Boc-homophenylalanine (143 mg) and Nδ-Boc-Nα-methylornithine 2-(4-methylphenyl)ethylamide (crude product from B) afforded titled product (195 mg) as a glassy solid after silica gel chromatography: 1H NMR (400 MHz, CDCl3) δ1.44 (2 s, 18H), 1.63 (m, 2H), 1.83 (m, 2H, 2.33 s, 3H), 2.63-279 (m, 7H), 3.09 (m, 2H), 3.45 (m, 2H), 4.51 (m, 1H), 4.98 (m, 1H), 7.09 (m, 4H) (m, 3H), and 7.31 (m, 2H). The reactants are Cc1nc(Cc2ccccc2)ncc1C(=O)O, CN(C)C=O, CC(CCOS(C)(=O)=O)=C(F)F, [Na+], O, O=C([O-])O. Yields the product CC(CCOC(=O)c1cnc(Cc2ccccc2)nc1C)=C(F)F. Reaction SMILES: [CH2:18]([c:19]1[cH:20][cH:21][cH:22][cH:23][cH:24]1)[c:25]1[n:26][cH:27][c:28]([C:32](=[O:33])[OH:34])[c:29]([CH3:31])[n:30]1.[CH3:1][N:2]([CH3:3])[CH:4]=[O:5].[CH3:6][S:7](=[O:8])(=[O:9])[O:10][CH2:11][CH2:12][C:13](=[C:14]([F:15])[F:16])[CH3:17].[Na+:35].[OH2:40].[OH:36][C:37](=[O:38])[O-:39]>>[O:10]([CH2:11][CH2:12][C:13](=[C:14]([F:15])[F:16])[CH3:17])[C:32]([c:28]1[cH:27][n:26][c:25]([CH2:18][c:19]2[cH:20][cH:21][cH:22][cH:23][cH:24]2)[n:30][c:29]1[CH3:31])=[O:33]. The reactants are CC1=C(C=CC(=C1)C=1OC(=NN1)C)C1=CC=C(C=C1)C(=O)N1CCC=2C=C3C(=CC12)C1(CCNCC1)CO3 (5-(2'-methyl-4'-(5-methyl-1,3,4-oxadiazol-2-yl)biphenyl-4-carbonyl)-2,3,6,7-tetrahydrospiro[furo[2,3-f]indole-3,4'-piperidine]), C([O-])([O-])=O.[Na+].[Na+] (sodium carbonate), Cl.CN(CCCl)C (2-dimethylaminoethyl chloride hydrochloride). Run in C(C)O (ethanol). Yields the product CN(CCN1CCC2(CC1)COC1=CC=3CCN(C3C=C12)C(=O)C1=CC=C(C=C1)C1=C(C=C(C=C1)C=1OC(=NN1)C)C)C (1'-(2-Dimethylaminoethyl)-5-(2'-methyl-4'-(5-methyl-1,3,4-oxadiazol-2-yl)biphenyl-4-carbonyl)-2,3,6,7-tetrahydrospiro[furo[2,3-f]indole-3,4'-piperidine]). Yield: 13.1%. Reaction SMILES: [CH3:1][C:2]1[CH:7]=[C:6]([C:8]2[O:9][C:10]([CH3:13])=[N:11][N:12]=2)[CH:5]=[CH:4][C:3]=1[C:14]1[CH:19]=[CH:18][C:17]([C:20]([N:22]2[C:30]3[CH:29]=[C:28]4[C:31]5([CH2:37][O:38][C:27]4=[CH:26][C:25]=3[CH2:24][CH2:23]2)[CH2:36][CH2:35][NH:34][CH2:33][CH2:32]5)=[O:21])=[CH:16][CH:15]=1.C(=O)([O-])[O-].[Na+].[Na+].Cl.[CH3:46][N:47]([CH3:51])[CH2:48][CH2:49]Cl>C(O)C>[CH3:46][N:47]([CH3:51])[CH2:48][CH2:49][N:34]1[CH2:33][CH2:32][C:31]2([C:28]3[C:27](=[CH:26][C:25]4[CH2:24][CH2:23][N:22]([C:20]([C:17]5[CH:16]=[CH:15][C:14]([C:3]6[CH:4]=[CH:5][C:6]([C:8]7[O:9][C:10]([CH3:13])=[N:11][N:12]=7)=[CH:7][C:2]=6[CH3:1])=[CH:19][CH:18]=5)=[O:21])[C:30]=4[CH:29]=3)[O:38][CH2:37]2)[CH2:36][CH2:35]1 |f:1.2.3,4.5|. Procedure: A stirred solution of 5-(2'-methyl-4'-(5-methyl-1,3,4-oxadiazol-2-yl)biphenyl-4-carbonyl)-2,3,6,7-tetrahydrospiro[furo[2,3-f]indole-3,4'-piperidine] (E17 in WO 96/19477, 500 mg, 0.99 mmole) in ethanol (40 ml) was treated with sodium carbonate (419 mg, 3.9 mmole) and 2-dimethylaminoethyl chloride hydrochloride (287 mg, 1.98 mmole) and heated under reflux for 48 hours. The reaction mixture was concentrated in vacuo and the residue treated with 10% Na2CO3 solution and extracted with ethyl acetate. ... Starting materials: BrC=1NC(=C(C1Br)C1=CC=C(C=C1)Cl)SC(F)(F)F (2,3-dibromo-4-(p-chlorophenyl)-5-[(trifluoromethyl)thio]pyrrole), ClC=1C=C(C(=O)OO)C=CC1 (3-chloroperoxybenzoic acid). The solvent is C(Cl)(Cl)Cl (chloroform). Run at temperature 0 celsius. Product: ethyl acetate hexanes, BrC=1NC(=C(C1Br)C1=CC=C(C=C1)Cl)S(=O)C(F)(F)F (2,3-Dibromo-4-(p-chlorophenyl)-5-[(trifluoromethyl)sulfinyl]pyrrole). Yield: 38.5%. RXN SMILES: [Br:1][C:2]1[NH:3][C:4]([S:15][C:16]([F:19])([F:18])[F:17])=[C:5]([C:8]2[CH:13]=[CH:12][C:11]([Cl:14])=[CH:10][CH:9]=2)[C:6]=1[Br:7].ClC1C=C(C=CC=1)C(OO)=[O:25]>C(Cl)(Cl)Cl>[Br:1][C:2]1[NH:3][C:4]([S:15]([C:16]([F:19])([F:18])[F:17])=[O:25])=[C:5]([C:8]2[CH:13]=[CH:12][C:11]([Cl:14])=[CH:10][CH:9]=2)[C:6]=1[Br:7]. Procedure details: A solution of 2,3-dibromo-4-(p-chlorophenyl)-5-[(trifluoromethyl)thio]pyrrole (1.0 g, 0.0023 mol) in chloroform (10 mL) is treated with 3-chloroperoxybenzoic acid (0.4 g, 60%, 0.0023 mol) with stirring at 0° C., warmed to room temperature with stirring for two hours, washed with saturated sodium metabisulfite solution, saturated sodium hydrogen carbonate solution, water and brine, dried over anhydrous magnesium sulfate and concentrated in vacuo to obtain a yellow syrup. Flash chromatography of t...